From a dataset of the Open Reaction Database (ORD), a public repository of structured organic reaction records. describe an organic reaction: reactants, conditions, products, and yield Starting materials: FC1=C2C(C(=O)OC2=O)=CC=C1 (3-Fluorophthalic anhydride), CC=1C=C(CN2N=C(C=C2C(F)(F)F)C(F)(F)F)C=CC1N (1-(3-methyl-4-aminobenzyl)-3,5-bis(trifluoromethyl)-1H-pyrazole). Run in C(C)(=O)O (acetic acid). The product is FC(C1=NN(C(=C1)C(F)(F)F)CC1=CC(=C(C=C1)N1C(C2=CC=CC(=C2C1=O)F)=O)C)(F)F (2-{4-[3,5-bis(trifluoromethyl)-1H-pyrazol-1-yl-methyl]-2-methylphenyl}-4-fluoroisoindol-1,3-dione). Yield: 76.4%. RXN SMILES: [F:1][C:2]1[CH:12]=[CH:11][CH:10]=[C:4]2[C:5]([O:7][C:8](=[O:9])[C:3]=12)=O.[CH3:13][C:14]1[CH:15]=[C:16]([CH:31]=[CH:32][C:33]=1[NH2:34])[CH2:17][N:18]1[C:22]([C:23]([F:26])([F:25])[F:24])=[CH:21][C:20]([C:27]([F:30])([F:29])[F:28])=[N:19]1>C(O)(=O)C>[F:30][C:27]([F:28])([F:29])[C:20]1[CH:21]=[C:22]([C:23]([F:26])([F:24])[F:25])[N:18]([CH2:17][C:16]2[CH:31]=[CH:32][C:33]([N:34]3[C:8](=[O:9])[C:3]4[C:4](=[CH:10][CH:11]=[CH:12][C:2]=4[F:1])[C:5]3=[O:7])=[C:14]([CH3:13])[CH:15]=2)[N:19]=1. Procedure details: 3-Fluorophthalic anhydride (4.98 g) and 1-(3-methyl-4-aminobenzyl)-3,5-bis(trifluoromethyl)-1H-pyrazole (9.70 g) were refluxed in acetic acid (43 ml) for 3 hours. After finishing the reaction, the acetic acid was distilled off under the reduced pressure and the obtained crude crystals were washed with t-butyl methyl ether to obtain the aimed 2-{4-[3,5-bis(trifluoromethyl)-1H-pyrazol-1-yl-methyl]-2-methylphenyl}-4-fluoroisoindol-1,3-dione (10.80 g). mp. 158-159° C. Procedure: 1 g of methyl 2,4-dichloro-3-({3-[5-methoxy-4-(pyridin-4-ylamino)pyrimidin-2-yl]-1H-indazol-1-yl}methyl)benzoate (2-16-1, 1.868 mmol, 1. eq.) were dissolved in 19 ml of dry THF and 2.2 ml of methanol. 4.67 ml of 2 M aqueous sodium hydroxide solution (9.34 mmol, 5 eq.) were added. The mixture was stirred for three hours at room temperature. The reaction mixture was partitioned between citric acid (pH 3) and ethyl acetate. This process dropped out a white precipitate which was filtered off and dri... As a reaction SMILES: [Cl:1][C:2]1[C:11]([CH2:12][N:13]2[C:21]3[C:16](=[CH:17][CH:18]=[CH:19][CH:20]=3)[C:15]([C:22]3[N:27]=[C:26]([NH:28][C:29]4[CH:34]=[CH:33][N:32]=[CH:31][CH:30]=4)[C:25]([O:35][CH3:36])=[CH:24][N:23]=3)=[N:14]2)=[C:10]([Cl:37])[CH:9]=[CH:8][C:3]=1[C:4]([O:6]C)=[O:5].[OH-].[Na+]>C1COCC1.CO>[Cl:1][C:2]1[C:11]([CH2:12][N:13]2[C:21]3[C:16](=[CH:17][CH:18]=[CH:19][CH:20]=3)[C:15]([C:22]3[N:27]=[C:26]([NH:28][C:29]4[CH:30]=[CH:31][N:32]=[CH:33][CH:34]=4)[C:25]([O:35][CH3:36])=[CH:24][N:23]=3)=[N:14]2)=[C:10]([Cl:37])[CH:9]=[CH:8][C:3]=1[C:4]([OH:6])=[O:5] |f:1.2|. The product is ClC1=C(C(=O)O)C=CC(=C1CN1N=C(C2=CC=CC=C12)C1=NC=C(C(=N1)NC1=CC=NC=C1)OC)Cl (2,4-dichloro-3-({3-[5-methoxy-4-(pyridin-4-ylamino)pyrimidin-2-yl]-1H-indazol-1-yl}methyl)benzoic acid). The reactants are ClC1=C(C(=O)OC)C=CC(=C1CN1N=C(C2=CC=CC=C12)C1=NC=C(C(=N1)NC1=CC=NC=C1)OC)Cl (methyl 2,4-dichloro-3-({3-[5-methoxy-4-(pyridin-4-ylamino)pyrimidin-2-yl]-1H-indazol-1-yl}methyl)benzoate), [OH-].[Na+] (sodium hydroxide). Solvent: C1CCOC1 (THF), CO (methanol). Conditions: time 3 hour. Starting materials: C(#N)C1=C(N)C=CC(=C1)F (2-cyano-4-fluoroaniline), stannous chloride, N(=O)[O-].[Na+] (sodium nitrite), Cl (hydrochloric acid). Yields the product NC1=NNC2=CC=C(C=C12)F (3-amino-5-fluoroindazole). RXN SMILES: [C:1]([C:3]1[CH:9]=[C:8]([F:10])[CH:7]=[CH:6][C:4]=1[NH2:5])#[N:2].[N:11]([O-])=O.[Na+].Cl>>[NH2:2][C:1]1[C:3]2[C:4](=[CH:6][CH:7]=[C:8]([F:10])[CH:9]=2)[NH:5][N:11]=1 |f:1.2|. Procedure details: By the procedure of Example 2, 13.6 g. of 2-cyano-4-fluoroaniline is treated with 8.0 g. of sodium nitrite and concentrated hydrochloric acid, followed by stannous chloride to give 3-amino-5-fluoroindazole.